Dataset: the Open Reaction Database (ORD), a public repository of structured organic reaction records. Task: describe an organic reaction: reactants, conditions, products, and yield Reactants: C1CCOC1, CCOC(=O)c1cc2ccc(-c3ccc(C)cc3)cc2[nH]1, CCO, Cl, [Na+], [OH-]. The product is Cc1ccc(-c2ccc3cc(C(=O)O)[nH]c3c2)cc1. RXN SMILES: [CH2:28]1[O:29][CH2:30][CH2:31][CH2:32]1.[CH3:1][c:2]1[cH:3][cH:4][c:5](-[c:8]2[cH:9][cH:10][c:11]3[cH:12][c:13]([C:17](=[O:18])[O:19][CH2:20][CH3:21])[nH:14][c:15]3[cH:16]2)[cH:6][cH:7]1.[CH3:25][CH2:26][OH:27].[ClH:24].[Na+:23].[OH-:22]>>[CH3:1][c:2]1[cH:3][cH:4][c:5](-[c:8]2[cH:9][cH:10][c:11]3[cH:12][c:13]([C:17](=[O:18])[OH:19])[nH:14][c:15]3[cH:16]2)[cH:6][cH:7]1. Reactants: C(=O)[O-].[NH4+] (ammonium formate), C(C1=CC=CC=C1)N1C(CN(CC1)CC1=CC=CC=C1)C[C@H](O)C1=CC=CC=C1 ((S)-2-(1,4-dibenzyl-piperazin-2-yl)-1-phenyl-ethanol). Reagents/catalysts: [OH-].[Pd+2].[OH-] (palladium hydroxide). Run in C(C)O (ethanol), C(C)O (ethanol). Reaction conditions: time 6.5 hour. The product is N (ammonia), C1(=CC=CC=C1)[C@H](CC1NCCNC1)O ((S)-1-Phenyl-2-piperazin-2-yl-ethanol). Yield: 82.6%. RXN SMILES: C([N:8]1[CH2:13][CH2:12][N:11](CC2C=CC=CC=2)[CH2:10][CH:9]1[CH2:21][C@@H:22]([C:24]1[CH:29]=[CH:28][CH:27]=[CH:26][CH:25]=1)[OH:23])C1C=CC=CC=1.C([O-])=O.[NH4+]>C(O)C.[OH-].[Pd+2].[OH-]>[NH3:8].[C:24]1([C@@H:22]([OH:23])[CH2:21][CH:9]2[CH2:10][NH:11][CH2:12][CH2:13][NH:8]2)[CH:29]=[CH:28][CH:27]=[CH:26][CH:25]=1 |f:1.2,4.5.6|. Reported procedure: Dissolve (S)-2-(1,4-dibenzyl-piperazin-2-yl)-1-phenyl-ethanol (3.89 g, 10.1 mmol) in ethanol (50 mL). Add ammonium formate (3.8 g, 60.4 mmol), palladium hydroxide (1.6 g, 20 wt. % on carbon) and ethanol (25 mL). Heat to reflux. After 6.5 h, cool and stir at ambient temperature 18 h. Filter the palladium hydroxide and concentrate the filtrate. Purify by silica gel chromatography using 2N ammonia in methanol-methylene chloride (10%) then 7N ammonia in methanol-methylene chloride (10%) as the eluen... RXN SMILES: [CH:1]1([S:7][C:8]2[CH:15]=[CH:14][CH:13]=[CH:12][C:9]=2[CH:10]=[O:11])[CH2:6][CH2:5][CH2:4][CH2:3][CH2:2]1.C1C=C(Cl)C=C(C(OO)=[O:24])C=1.[OH-:27].[Na+]>C(Cl)Cl.C1C=C(Cl)C=C(C(OO)=O)C=1>[CH:1]1([S:7]([C:8]2[CH:15]=[CH:14][CH:13]=[CH:12][C:9]=2[CH:10]=[O:11])(=[O:24])=[O:27])[CH2:6][CH2:5][CH2:4][CH2:3][CH2:2]1 |f:2.3|. Yields the product C1(CCCCC1)S(=O)(=O)C1=C(C=O)C=CC=C1 (2-(cyclohexylsulfonyl)benzaldehyde). Run at temperature 0 celsius, time 1 hour. Run in C(Cl)Cl (DCM). Reactants: C1(CCCCC1)SC1=C(C=O)C=CC=C1 (2-(cyclohexylthio)benzaldehyde), C1=CC(=CC(=C1)Cl)C(=O)OO (mCPBA), [OH-].[Na+] (NaOH). Yield: 91.0%. The reagents and catalysts are C1=CC(=CC(=C1)Cl)C(=O)OO (mCPBA). Reported procedure: To a solution of 2-(cyclohexylthio)benzaldehyde (3.22 g, 14.6 mmol) in DCM (100 mL) at 0° C. was added mCPBA (70-77% wt in water, 7.17 g, 30.7 mmol) portionwise over 30 minutes, then stirred for 1 hour at 0° C. Additional mCPBA (150 mg, 0.6 mmol) was added and stirred for a further 30 minutes, before aqueous 1N NaOH was added to the reaction mixture and stirred vigorously for 5 minutes. The product was extracted with DCM, and the combined organic phase washed successively with 1N NaOH, then satu... The reactants are [BH4-], CCO, O=[N+]([O-])c1cnn(CCCCN2CCN(c3ncccn3)CC2)c1, [Na+], [Ni], O. Product: Nc1cnn(CCCCN2CCN(c3ncccn3)CC2)c1. RXN SMILES: [BH4-:25].[CH3:28][CH2:29][OH:30].[N+:1]([O-:2])(=[O:3])[c:4]1[cH:5][n:6][n:7]([CH2:9][CH2:10][CH2:11][CH2:12][N:13]2[CH2:14][CH2:15][N:16]([c:19]3[n:20][cH:21][cH:22][cH:23][n:24]3)[CH2:17][CH2:18]2)[cH:8]1.[Na+:26].[Ni:31].[OH2:27]>>[NH2:1][c:4]1[cH:5][n:6][n:7]([CH2:9][CH2:10][CH2:11][CH2:12][N:13]2[CH2:14][CH2:15][N:16]([c:19]3[n:20][cH:21][cH:22][cH:23][n:24]3)[CH2:17][CH2:18]2)[cH:8]1. The reactants are [OH-].[K+] (Potassium hydroxide), ClC1=CC=NC2=CC(=C(C=C12)OC)OC (4-chloro-6,7-dimethoxyquinoline), OC1=CC(=CC=C1)O (1,3-dihydroxybenzene). Conditions: temperature 140 celsius, time 1 hour. Yields the product COC=1C=C2C(=CC=NC2=CC1OC)OC1=CC(=CC=C1)O (6,7-dimethoxy-4-(3-hydroxyphenoxy)quinoline). Yield: 78.0%. Reaction SMILES: [OH-].[K+].Cl[C:4]1[C:13]2[C:8](=[CH:9][C:10]([O:16][CH3:17])=[C:11]([O:14][CH3:15])[CH:12]=2)[N:7]=[CH:6][CH:5]=1.[OH:18][C:19]1[CH:24]=[CH:23][CH:22]=[C:21]([OH:25])[CH:20]=1>>[CH3:15][O:14][C:11]1[CH:12]=[C:13]2[C:8](=[CH:9][C:10]=1[O:16][CH3:17])[N:7]=[CH:6][CH:5]=[C:4]2[O:18][C:19]1[CH:24]=[CH:23][CH:22]=[C:21]([OH:25])[CH:20]=1 |f:0.1|. Procedure details: Potassium hydroxide (14 mg, 0.25 mmol) and 4-chloro-6,7-dimethoxyquinoline (50 mg, 0.22 mmol), (prepared as described for the starting material in Example 2), were added to 1,3-dihydroxybenzene (1 g, 9 mmol) melted at 140° C. under argon. After stirring for 1 hour at 140° C., the mixture was partitioned between ethyl acetate and water and 2M hydrochloric acid was added to adjust the aqueous phase to pH4. The organic layer was washed with water, brine, dried (MgSO4) and the volatiles were removed... Reactants: CC1=CNC2=CC=C(C=C12)C(=O)OC (methyl 3-methyl-1H-indole-5-carboxylate), BrCC1=CC=C(C=C1)C=1C(=CC=CC1)C(=O)OC(C)(C)C (tert-butyl 4′-(bromomethyl)biphenyl-2-carboxylate). The product is C(C)(C)(C)OC(=O)C1=C(C=CC=C1)C1=CC=C(C=C1)CN1C=C(C2=CC(=CC=C12)C(=O)OC)C (Methyl 1-((2′-(tert-butoxycarbonyl)-[1,1′-biphenyl]-4-yl)methyl)-3-methyl-1H-indole-5-carboxylate). Reaction SMILES: [CH3:1][C:2]1[C:10]2[C:5](=[CH:6][CH:7]=[C:8]([C:11]([O:13][CH3:14])=[O:12])[CH:9]=2)[NH:4][CH:3]=1.Br[CH2:16][C:17]1[CH:22]=[CH:21][C:20]([C:23]2[C:24]([C:29]([O:31][C:32]([CH3:35])([CH3:34])[CH3:33])=[O:30])=[CH:25][CH:26]=[CH:27][CH:28]=2)=[CH:19][CH:18]=1>>[C:32]([O:31][C:29]([C:24]1[CH:25]=[CH:26][CH:27]=[CH:28][C:23]=1[C:20]1[CH:21]=[CH:22][C:17]([CH2:16][N:4]2[C:5]3[C:10](=[CH:9][C:8]([C:11]([O:13][CH3:14])=[O:12])=[CH:7][CH:6]=3)[C:2]([CH3:1])=[CH:3]2)=[CH:18][CH:19]=1)=[O:30])([CH3:35])([CH3:34])[CH3:33]. Reported procedure: The title compound was prepared following the same protocol as described in Step 2, Example 38, using the methyl 3-methyl-1H-indole-5-carboxylate instead of the methyl 1H-indole-5-carboxylate, and the tert-butyl 4′-(bromomethyl)biphenyl-2-carboxylate instead of the 1-bromo-4-(bromomethyl)benzene. ESI-MS (m/z): 456 [M+H]+.